Dataset: the Open Reaction Database (ORD), a public repository of structured organic reaction records. Task: describe an organic reaction: reactants, conditions, products, and yield Reactants: ClCCNC(=O)N(C1[C@H](O)[C@@H](O)[C@@H](O)[C@H](O1)CO)C(COC)C (1-(2-chloroethyl)-3-(1-methyl-2-methoxy-ethyl)-3-(D-galactopyranosyl)urea), N(=O)[O-].[Na+] (sodium nitrite). Yields the product ClCCN(C(=O)N(C1[C@H](O)[C@@H](O)[C@@H](O)[C@H](O1)CO)C(COC)C)N=O (1-(2-chloroethyl)-1-nitroso-3-(1-methyl-2-methoxy-ethyl)-3-(D-galactopyranosyl)urea). Isolated yield 23.1%. Reaction SMILES: [Cl:1][CH2:2][CH2:3][NH:4][C:5]([N:7]([CH:19]([CH3:23])[CH2:20][O:21][CH3:22])[CH:8]1[O:16][C@H:15]([CH2:17][OH:18])[C@H:13]([OH:14])[C@H:11]([OH:12])[C@H:9]1[OH:10])=[O:6].[N:24]([O-])=[O:25].[Na+]>>[Cl:1][CH2:2][CH2:3][N:4]([N:24]=[O:25])[C:5]([N:7]([CH:19]([CH3:23])[CH2:20][O:21][CH3:22])[CH:8]1[O:16][C@H:15]([CH2:17][OH:18])[C@H:13]([OH:14])[C@H:11]([OH:12])[C@H:9]1[OH:10])=[O:6] |f:1.2|. Reported procedure: 3.6 g of 1-(2-chloroethyl)-3-(1-methyl-2-methoxy-ethyl)-3-(D-galactopyranosyl)urea and 1.5 g of sodium nitrite are treated in the same manner as described in Example 24. 0.9 g of 1-(2-chloroethyl)-1-nitroso-3-(1-methyl-2-methoxy-ethyl)-3-(D-galactopyranosyl)urea are thereby obtained as yellow powder. Reactants: C(C)(C)(C)N1N=CC(=C(C1=O)C(C)O)N(C)C (2-t-butyl-5-dimethylamino-4-(1-hydroxy)ethyl-3(2H)-pyridazinone). Reagents/catalysts: [O-2].[O-2].[Mn+4] (manganese dioxide). The solvent is C1(=CC=CC=C1)C (toluene). Conditions: temperature 80 celsius, time 24 hour. The product is C(C)(=O)C=1C(N(N=CC1N(C)C)C(C)(C)C)=O (4-Acetyl-2-t-butyl-5-dimethylamino-3(2H)-pyridazinone). Reaction SMILES: [C:1]([N:5]1[C:10](=[O:11])[C:9]([CH:12]([OH:14])[CH3:13])=[C:8]([N:15]([CH3:17])[CH3:16])[CH:7]=[N:6]1)([CH3:4])([CH3:3])[CH3:2]>C1(C)C=CC=CC=1.[O-2].[O-2].[Mn+4]>[C:12]([C:9]1[C:10](=[O:11])[N:5]([C:1]([CH3:4])([CH3:3])[CH3:2])[N:6]=[CH:7][C:8]=1[N:15]([CH3:16])[CH3:17])(=[O:14])[CH3:13] |f:2.3.4|. Procedure: In toluene was dissolved 2-t-butyl-5-dimethylamino-4-(1-hydroxy)ethyl-3(2H)-pyridazinone (3.4 g) followed by addition of active manganese dioxide (17.0 g), and the mixture was stirred at 80° C. for 24 hours. The oxidizing agent was filtered off and the filtrate was concentrated. The residue was washed with n-hexane and diethyl ether and dried. Yellow powder, 2.5 g. 1 H-NMR (CDCl3) δ: 1.62(9H,s), 2.63(3H,s), 2.92(6H,s), 7.62(1H,s). Reactants: C(CCC)[Li] (n-butyllithium), BrC=1C=C2C(=C(C(=NC2=CC1)OC)CC1=CC=C(C=C1)C(F)(F)F)Cl (6-Bromo-4-chloro-2-methoxy-3-(4-(trifluoromethyl)benzyl)quinoline), BrC=1C=C2C(=C(C(=NC2=CC1)OC)CC1=CC=C(C=C1)C(F)(F)F)Cl (6-Bromo-4-chloro-2-methoxy-3-(4-(trifluoromethyl)benzyl)quinoline), CC1=NC(=CC=C1C=O)C (2,6-dimethylpyridine-3-carboxaldehyde), C1CCOC1 (THF). Run in CC(=O)C.CCCCCC (acetone hexane). Reaction conditions: temperature -70 celsius, time 1 minute. Product: ClC1=C(C(=NC2=CC=C(C=C12)C(O)C=1C(=NC(=CC1)C)C)OC)CC1=CC=C(C=C1)C(F)(F)F ((4-Chloro-2-methoxy-3-(4-(trifluoromethyl)benzyl)quinolin-6-yl)(2,6-dimethylpyridin-3-yl)methanol). As a reaction SMILES: Br[C:2]1[CH:3]=[C:4]2[C:9](=[CH:10][CH:11]=1)[N:8]=[C:7]([O:12][CH3:13])[C:6]([CH2:14][C:15]1[CH:20]=[CH:19][C:18]([C:21]([F:24])([F:23])[F:22])=[CH:17][CH:16]=1)=[C:5]2[Cl:25].C1COCC1.C([Li])CCC.[CH3:36][C:37]1[C:42]([CH:43]=[O:44])=[CH:41][CH:40]=[C:39]([CH3:45])[N:38]=1>CC(C)=O.CCCCCC>[Cl:25][C:5]1[C:4]2[C:9](=[CH:10][CH:11]=[C:2]([CH:43]([C:42]3[C:37]([CH3:36])=[N:38][C:39]([CH3:45])=[CH:40][CH:41]=3)[OH:44])[CH:3]=2)[N:8]=[C:7]([O:12][CH3:13])[C:6]=1[CH2:14][C:15]1[CH:20]=[CH:19][C:18]([C:21]([F:24])([F:23])[F:22])=[CH:17][CH:16]=1 |f:4.5|. Procedure details: To a 100 mL flask containing 6-bromo-4-chloro-2-methoxy-3-(4-(trifluoromethyl)benzyl)quinoline (2.5 g, 5.8 mmol, Intermediate 12: step d) was added THF (55 mL) at room temperature which resulted in a colorless homogeneous mixture. The solution was cooled to −70° C. (the solution remained homogeneous) and then n-butyllithium (2.5 M in hexanes, 2.6 mL, 6.5 mmol) was added dropwise. The color of the solution became a reddish-brown color. After 1 minute, (2,6-dimethylpyridine-3-carboxaldehyde (1.01 ... Starting materials: O=C([O-])[O-], CC(C)=O, N#Cc1ccc(CCl)cc1, [I-], [K+], [K+], [K+], c1c[nH]cn1. Product: N#Cc1ccc(Cc2ncc[nH]2)cc1. As a reaction SMILES: [C:1](=[O:2])([O-:3])[O-:4].[CH3:24][C:25](=[O:26])[CH3:27].[Cl:14][CH2:15][c:16]1[cH:17][cH:18][c:19]([C:22]#[N:23])[cH:20][cH:21]1.[I-:8].[K+:5].[K+:6].[K+:7].[nH:9]1[cH:10][n:11][cH:12][cH:13]1>>[nH:9]1[c:10]([CH2:15][c:16]2[cH:17][cH:18][c:19]([C:22]#[N:23])[cH:20][cH:21]2)[n:11][cH:12][cH:13]1. Starting materials: [BH4-], CC(C)(C)OC(=O)N1CCC(CNc2cc(C(=O)O)ccc2C(=O)Nc2ccc(Cl)cn2)CC1, CN1CCOCC1, CCOC(=O)Cl, [Na+]. Product: CC(C)(C)OC(=O)N1CCC(CNc2cc(CO)ccc2C(=O)Nc2ccc(Cl)cn2)CC1. RXN SMILES: [BH4-:48].[C:1](=[O:2])([OH:3])[c:4]1[cH:5][c:6]([NH:20][CH2:21][CH:22]2[CH2:23][CH2:24][N:25]([C:28](=[O:29])[O:30][C:31]([CH3:32])([CH3:33])[CH3:34])[CH2:26][CH2:27]2)[c:7]([C:8](=[O:9])[NH:10][c:11]2[n:12][cH:13][c:14]([Cl:17])[cH:15][cH:16]2)[cH:18][cH:19]1.[CH3:41][N:42]1[CH2:43][CH2:44][O:45][CH2:46][CH2:47]1.[Cl:35][C:36]([O:37][CH2:38][CH3:39])=[O:40].[Na+:49]>>[CH2:1]([OH:2])[c:4]1[cH:5][c:6]([NH:20][CH2:21][CH:22]2[CH2:23][CH2:24][N:25]([C:28](=[O:29])[O:30][C:31]([CH3:32])([CH3:33])[CH3:34])[CH2:26][CH2:27]2)[c:7]([C:8](=[O:9])[NH:10][c:11]2[n:12][cH:13][c:14]([Cl:17])[cH:15][cH:16]2)[cH:18][cH:19]1. Reactants: S(=O)(=O)(C1=CC=C(C)C=C1)Cl (TsCl), C(C)(C)(C)OC(CC[C@H](C[C@@H]1N(C(OC1)(C)C)C(=O)OC(C)(C)C)CO)=O ((S)-tert-butyl 4-((R)-5-tert-butoxy-2-(hydroxymethyl)-5-oxopentyl)-2,2-dimethyloxazolidine-3-carboxylate), N1=CC=CC=C1 (pyridine). Reagents/catalysts: CN(C)C=1C=CN=CC1 (DMAP). The solvent is CCOC(=O)C (EtOAc), C(Cl)Cl (DCM). Reaction conditions: temperature 0 celsius, time 8 hour. Product: C(C)(C)(C)OC(CC[C@H](C[C@@H]1N(C(OC1)(C)C)C(=O)OC(C)(C)C)COS(=O)(=O)C1=CC=C(C)C=C1)=O ((S)-tert-butyl 4-((R)-5-tert-butoxy-5-oxo-2-(tosyloxymethyl)pentyl)-2,2-dimethyloxazolidine-3-carboxylate). Isolated yield 92.9%. Reaction SMILES: [C:1]([O:5][C:6](=[O:27])[CH2:7][CH2:8][C@@H:9]([CH2:25][OH:26])[CH2:10][C@H:11]1[CH2:15][O:14][C:13]([CH3:17])([CH3:16])[N:12]1[C:18]([O:20][C:21]([CH3:24])([CH3:23])[CH3:22])=[O:19])([CH3:4])([CH3:3])[CH3:2].N1C=CC=CC=1.[S:34](Cl)([C:37]1[CH:43]=[CH:42][C:40]([CH3:41])=[CH:39][CH:38]=1)(=[O:36])=[O:35]>C(Cl)Cl.CN(C1C=CN=CC=1)C.CCOC(C)=O>[C:1]([O:5][C:6](=[O:27])[CH2:7][CH2:8][C@@H:9]([CH2:25][O:26][S:34]([C:37]1[CH:43]=[CH:42][C:40]([CH3:41])=[CH:39][CH:38]=1)(=[O:36])=[O:35])[CH2:10][C@H:11]1[CH2:15][O:14][C:13]([CH3:17])([CH3:16])[N:12]1[C:18]([O:20][C:21]([CH3:24])([CH3:23])[CH3:22])=[O:19])([CH3:2])([CH3:4])[CH3:3]. Procedure: To a solution of (S)-tert-butyl 4-((R)-5-tert-butoxy-2-(hydroxymethyl)-5-oxopentyl)-2,2-dimethyloxazolidine-3-carboxylate (244 mg, 0.63 mmol) in anhydrous DCM (6 mL) was added pyridine (2 mL) and catalytic amount of DMAP, the solution was chilled to 0° C. TsCl (360 mg, 1.88 mmol) was added and stirred at rt overnight. The reaction mixture was diluted with EtOAc (40 mL) and washed with 1 N HCl (two times, 50 ml+20 ml), followed by H2O, aq. NaHCO3, brine, dried over Na2SO4, and filtered. After eva... The reactants are COCC1CCCN1c1cc(N=C=S)c([N+](=O)[O-])cc1Cl, Nc1cc(CNC(=O)C2(C(F)(F)F)CC2)ccc1Cl, CN(C)C=O. The product is COCC1CCCN1c1cc(NC(=S)Nc2cc(CNC(=O)C3(C(F)(F)F)CC3)ccc2Cl)c([N+](=O)[O-])cc1Cl. As a reaction SMILES: [Cl:20][c:21]1[c:22]([N:33]2[CH:34]([CH2:38][O:39][CH3:40])[CH2:35][CH2:36][CH2:37]2)[cH:23][c:24]([N:30]=[C:31]=[S:32])[c:25]([N+:27](=[O:28])[O-:29])[cH:26]1.[NH2:1][c:2]1[cH:3][c:4]([CH2:5][NH:6][C:7](=[O:8])[C:9]2([C:12]([F:13])([F:14])[F:15])[CH2:10][CH2:11]2)[cH:16][cH:17][c:18]1[Cl:19].[O:41]=[CH:42][N:43]([CH3:44])[CH3:45]>>[NH:1]([c:2]1[cH:3][c:4]([CH2:5][NH:6][C:7](=[O:8])[C:9]2([C:12]([F:13])([F:14])[F:15])[CH2:10][CH2:11]2)[cH:16][cH:17][c:18]1[Cl:19])[C:31]([NH:30][c:24]1[cH:23][c:22]([N:33]2[CH:34]([CH2:38][O:39][CH3:40])[CH2:35][CH2:36][CH2:37]2)[c:21]([Cl:20])[cH:26][c:25]1[N+:27](=[O:28])[O-:29])=[S:32]. Reactants: CC#N, Nc1nc2ccc(OC(F)F)nc2s1, S=C(n1ccnc1)n1ccnc1. Product: FC(F)Oc1ccc2nc(NC(=S)n3ccnc3)sc2n1. As a reaction SMILES: [CH3:27][C:28]#[N:29].[F:1][CH:2]([O:3][c:4]1[cH:5][cH:6][c:7]2[c:8]([n:9]1)[s:10][c:11]([NH2:13])[n:12]2)[F:14].[n:15]1([C:20](=[S:21])[n:22]2[cH:23][cH:24][n:25][cH:26]2)[cH:16][n:17][cH:18][cH:19]1>>[F:1][CH:2]([O:3][c:4]1[cH:5][cH:6][c:7]2[c:8]([n:9]1)[s:10][c:11]([NH:13][C:20]([n:15]1[cH:16][n:17][cH:18][cH:19]1)=[S:21])[n:12]2)[F:14]. Starting materials: Cl, N#CC(Cc1cccs1)(C(=O)O)c1nc(N)[nH]c(=O)c1[N+](=O)[O-], [Na+], [OH-]. Product: N#CC(Cc1cccs1)c1nc(N)[nH]c(=O)c1[N+](=O)[O-]. Reaction SMILES: [ClH:24].[NH2:1][c:2]1[nH:3][c:4](=[O:23])[c:5]([N+:20](=[O:21])[O-:22])[c:6]([C:8]([C:9]([OH:10])=[O:11])([CH2:12][c:13]2[s:14][cH:15][cH:16][cH:17]2)[C:18]#[N:19])[n:7]1.[Na+:26].[OH-:25]>>[NH2:1][c:2]1[nH:3][c:4](=[O:23])[c:5]([N+:20](=[O:21])[O-:22])[c:6]([CH:8]([CH2:12][c:13]2[s:14][cH:15][cH:16][cH:17]2)[C:18]#[N:19])[n:7]1. Reactants: CCCc1nc2c(C)cc(NC(=NC#N)NC)cc2n1Cc1ccc(-c2ccccc2C(=O)OC)cc1, CCO, [Na+], [OH-]. Product: CCCc1nc2c(C)cc(NC(=NC#N)NC)cc2n1Cc1ccc(-c2ccccc2C(=O)O)cc1. RXN SMILES: [CH2:1]([CH2:2][CH3:3])[c:4]1[n:5][c:6]2[c:7]([n:8]1[CH2:9][c:10]1[cH:11][cH:12][c:13](-[c:16]3[c:17]([C:22](=[O:23])[O:24][CH3:25])[cH:18][cH:19][cH:20][cH:21]3)[cH:14][cH:15]1)[cH:26][c:27]([NH:31][C:32](=[N:33][C:34]#[N:35])[NH:36][CH3:37])[cH:28][c:29]2[CH3:30].[CH3:40][CH2:41][OH:42].[Na+:39].[OH-:38]>>[CH2:1]([CH2:2][CH3:3])[c:4]1[n:5][c:6]2[c:7]([n:8]1[CH2:9][c:10]1[cH:11][cH:12][c:13](-[c:16]3[c:17]([C:22](=[O:23])[OH:24])[cH:18][cH:19][cH:20][cH:21]3)[cH:14][cH:15]1)[cH:26][c:27]([NH:31][C:32](=[N:33][C:34]#[N:35])[NH:36][CH3:37])[cH:28][c:29]2[CH3:30].